From a dataset of the Open Reaction Database (ORD), a public repository of structured organic reaction records. describe an organic reaction: reactants, conditions, products, and yield Starting materials: CC(C)O (i-PrOH), C1(=CC=CC=C1)[SiH](Cl)C1=CC=CC=C1 (Diphenylchlorosilane), [Cl-].[In+3].[Cl-].[Cl-] (indium(III) chloride), OC1(CC(C1)C(=O)OC)C1=CC=C(C=C1)OC (methyl 3-hydroxy-3-(4-methoxyphenyl)cyclobutanecarboxylate). Solvent: heptanes, O (water), C(CCl)Cl (ClCH2CH2Cl). Run at temperature 25 celsius, time 15 minute. Product: COC1=CC=C(C=C1)[C@@H]1C[C@H](C1)C(=O)OC (methyl trans-3-(4-methoxyphenyl)cyclobutanecarboxylate), COC1=CC=C(C=C1)[C@H]1C[C@H](C1)C(=O)OC (methyl cis-3-(4-methoxyphenyl)cyclobutanecarboxylate). Reaction SMILES: C1([SiH](C2C=CC=CC=2)Cl)C=CC=CC=1.[Cl-].[In+3].[Cl-].[Cl-].O[C:20]1([C:28]2[CH:33]=[CH:32][C:31]([O:34][CH3:35])=[CH:30][CH:29]=2)[CH2:23][CH:22]([C:24]([O:26][CH3:27])=[O:25])[CH2:21]1.CC(O)C>C(Cl)CCl.O>[CH3:35][O:34][C:31]1[CH:30]=[CH:29][C:28]([C@H:20]2[CH2:21][C@H:22]([C:24]([O:26][CH3:27])=[O:25])[CH2:23]2)=[CH:33][CH:32]=1.[CH3:35][O:34][C:31]1[CH:30]=[CH:29][C:28]([C@@H:20]2[CH2:21][C@H:22]([C:24]([O:26][CH3:27])=[O:25])[CH2:23]2)=[CH:33][CH:32]=1 |f:1.2.3.4|. Reported procedure: Diphenylchlorosilane (0.806 mL, 3.71 mmol) was added to a mixture of indium(III) chloride (0.021 g, 0.093 mmol) and methyl 3-hydroxy-3-(4-methoxyphenyl)cyclobutanecarboxylate (0.438 g, 1.85 mmol) in dry ClCH2CH2Cl (3.71 mL) under N2. The reaction mixture was stirred at 25° C. for 15 min. The reaction mixture was diluted with water (20 mL) and extracted with Et2O (3×20 mL). The combined extracts were dried (MgSO4) and concentrated in vacuo to give the crude product. This was purified by flash chr... The reactants are FC1=CC=C(C=C1)N1N=CC2=CC(=CC=C12)O[C@@H]([C@H](C)N)C1=CC(=CC=C1)OC ((1R,2S)-1-{[1-(4-fluorophenyl)-1H-indazol-5-yl]oxy}-1-(3-methoxyphenyl)propan-2-amine), CC1=CC(=NN1)C(=O)O (5-methyl-1H-pyrazole-3-carboxylic acid). Product: FC1=CC=C(C=C1)N1N=CC2=CC(=CC=C12)O[C@@H]([C@H](C)NC(=O)C1=NNC(=C1)C)C1=CC(=CC=C1)OC (N-[(1R,2S)-1-[1-(4-fluorophenyl)indazol-5-yl]oxy-1-(3-methoxyphenyl)propan-2-yl]-5-methyl-1H-pyrazole-3-carboxamide). RXN SMILES: [F:1][C:2]1[CH:7]=[CH:6][C:5]([N:8]2[C:16]3[C:11](=[CH:12][C:13]([O:17][C@H:18]([C:22]4[CH:27]=[CH:26][CH:25]=[C:24]([O:28][CH3:29])[CH:23]=4)[C@@H:19]([NH2:21])[CH3:20])=[CH:14][CH:15]=3)[CH:10]=[N:9]2)=[CH:4][CH:3]=1.[CH3:30][C:31]1[NH:35][N:34]=[C:33]([C:36](O)=[O:37])[CH:32]=1>>[F:1][C:2]1[CH:3]=[CH:4][C:5]([N:8]2[C:16]3[C:11](=[CH:12][C:13]([O:17][C@H:18]([C:22]4[CH:27]=[CH:26][CH:25]=[C:24]([O:28][CH3:29])[CH:23]=4)[C@@H:19]([NH:21][C:36]([C:33]4[CH:32]=[C:31]([CH3:30])[NH:35][N:34]=4)=[O:37])[CH3:20])=[CH:14][CH:15]=3)[CH:10]=[N:9]2)=[CH:6][CH:7]=1. Reported procedure: Prepared as described in Example 269 from (1R,2S)-1-(1-(4-fluorophenyl)-1H-indazol-5-yloxy)-1-(3-methoxyphenyl)propan-2-amine (6a, 50 mg, 0.13 mmol) and 5-methyl-1H-pyrazole-3-carboxylic acid (19 mg, 0.15 mmol). As a reaction SMILES: Br[C:2]1[CH:11]=[C:10]([F:12])[CH:9]=[CH:8][C:3]=1[C:4]([O:6][CH3:7])=[O:5].[CH:13](/B(O)O)=[CH:14]\[C:15]1[CH:20]=[CH:19][CH:18]=[CH:17][CH:16]=1.[O-]P([O-])([O-])=O.[K+].[K+].[K+]>O1CCOCC1.C1C=CC(P(C2C=CC=CC=2)C2C=CC=CC=2)=CC=1.C1C=CC(P(C2C=CC=CC=2)C2C=CC=CC=2)=CC=1.C1C=CC(P(C2C=CC=CC=2)C2C=CC=CC=2)=CC=1.C1C=CC(P(C2C=CC=CC=2)C2C=CC=CC=2)=CC=1.[Pd]>[F:12][C:10]1[CH:9]=[CH:8][C:3]([C:4]([O:6][CH3:7])=[O:5])=[C:2]([CH2:13][CH2:14][C:15]2[CH:20]=[CH:19][CH:18]=[CH:17][CH:16]=2)[CH:11]=1 |f:2.3.4.5,7.8.9.10.11|. The reagents and catalysts are C1=CC=C(C=C1)P(C2=CC=CC=C2)C3=CC=CC=C3.C1=CC=C(C=C1)P(C2=CC=CC=C2)C3=CC=CC=C3.C1=CC=C(C=C1)P(C2=CC=CC=C2)C3=CC=CC=C3.C1=CC=C(C=C1)P(C2=CC=CC=C2)C3=CC=CC=C3.[Pd] (tetrakis(triphenylphosphine)palladium(O)). The reactants are BrC1=C(C(=O)OC)C=CC(=C1)F (Methyl 2-bromo-4-fluorobenzoate), C(=C\C1=CC=CC=C1)/B(O)O ((E)-styrylboronic acid), [O-]P(=O)([O-])[O-].[K+].[K+].[K+] (K3PO4). Reaction conditions: time 4 day. Product: FC1=CC(=C(C(=O)OC)C=C1)CCC1=CC=CC=C1 (methyl 4-fluoro-2-phenethylbenzoate). Run in O1CCOCC1 (dioxane). Reported procedure: Methyl 2-bromo-4-fluorobenzoate (1.00 g), (E)-styrylboronic acid (0.89 g), tetrakis(triphenylphosphine)palladium(O) (0.50 g), and K3PO4 (2.28 g) were stirred in dioxane (17 mL) at 90° C. for 24 hours. The reaction mixture chromatographed on silica gel with 1-5% ethyl acetate/hexanes. The product in methanol (10 ml) was added to 20 wt % of fresh dry 5% Pd—C and stirred 4 days with H2 in a pressure bottle. The mixture was filtered through a nylon membrane and concentrated. The reactants are CCCN(CCC)C(=O)c1cc(I)cc(C(=O)OC)c1, [Li]CCCC, CCOC(C)=O, [Cl-], [Cl-], C1CCOC1, [Zn+2], c1cocn1. Product: CCCN(CCC)C(=O)c1cc(C(=O)OC)cc(-c2ncco2)c1. RXN SMILES: [CH2:11]([CH2:12][CH3:13])[N:14]([C:15](=[O:16])[c:17]1[cH:18][c:19]([C:20](=[O:21])[O:22][CH3:23])[cH:24][c:25]([I:27])[cH:26]1)[CH2:28][CH2:29][CH3:30].[CH2:6]([Li:7])[CH2:8][CH2:9][CH3:10].[CH3:36][CH2:37][O:38][C:39](=[O:40])[CH3:41].[Cl-:42].[Cl-:44].[O:31]1[CH2:32][CH2:33][CH2:34][CH2:35]1.[Zn+2:43].[o:1]1[cH:2][n:3][cH:4][cH:5]1>>[o:1]1[c:2](-[c:25]2[cH:24][c:19]([C:20](=[O:21])[O:22][CH3:23])[cH:18][c:17]([C:15]([N:14]([CH2:11][CH2:12][CH3:13])[CH2:28][CH2:29][CH3:30])=[O:16])[cH:26]2)[n:3][cH:4][cH:5]1. Starting materials: CCN(C(C)C)C(C)C, O=c1ccc2ccc(OCCCCl)cc2o1, [I-], [Na+], CN(C)C=O, NCC1COc2cc(O)ccc2O1. Yields the product O=c1ccc2ccc(OCCCNCC3COc4cc(O)ccc4O3)cc2o1. RXN SMILES: [CH:30]([N:31]([CH:32]([CH3:33])[CH3:34])[CH2:35][CH3:36])([CH3:37])[CH3:38].[Cl:14][CH2:15][CH2:16][CH2:17][O:18][c:19]1[cH:20][cH:21][c:22]2[cH:23][cH:24][c:25](=[O:29])[o:26][c:27]2[cH:28]1.[I-:40].[Na+:39].[O:41]=[CH:42][N:43]([CH3:44])[CH3:45].[OH:1][c:2]1[cH:3][c:4]2[c:5]([cH:12][cH:13]1)[O:6][CH:7]([CH2:10][NH2:11])[CH2:8][O:9]2>>[OH:1][c:2]1[cH:3][c:4]2[c:5]([cH:12][cH:13]1)[O:6][CH:7]([CH2:10][NH:11][CH2:15][CH2:16][CH2:17][O:18][c:19]1[cH:20][cH:21][c:22]3[cH:23][cH:24][c:25](=[O:29])[o:26][c:27]3[cH:28]1)[CH2:8][O:9]2. Starting materials: C(C)(=O)O (acetic acid), S (hydrogen sulfide), ClC1=NC(=NC(=C1C1=C(C=C(C=C1F)F)F)N[C@H](C(F)(F)F)C)C#N ((S)-4-chloro-6-(2,2,2-trifluoro-1-methylethylamino)-5-(2,4,6-trifluorophenyl)pyrimidine-2-carbonitrile), O (water). The solvent is C(C)N(CC)CC (triethylamine), CN1C(CCC1)=O (N-methylpyrrolidone). Product: ClC1=NC(=NC(=C1C1=C(C=C(C=C1F)F)F)N[C@H](C(F)(F)F)C)C(N)=S ((S)-4-chloro-6-(2,2,2-trifluoro-1-methylethylamino)-5-(2,4,6-trifluorophenyl)pyrimidine-2-thiocarbamide). RXN SMILES: [SH2:1].[Cl:2][C:3]1[C:8]([C:9]2[C:14]([F:15])=[CH:13][C:12]([F:16])=[CH:11][C:10]=2[F:17])=[C:7]([NH:18][C@@H:19]([CH3:24])[C:20]([F:23])([F:22])[F:21])[N:6]=[C:5]([C:25]#[N:26])[N:4]=1.O.C(O)(=O)C>C(N(CC)CC)C.CN1CCCC1=O>[Cl:2][C:3]1[C:8]([C:9]2[C:10]([F:17])=[CH:11][C:12]([F:16])=[CH:13][C:14]=2[F:15])=[C:7]([NH:18][C@@H:19]([CH3:24])[C:20]([F:21])([F:22])[F:23])[N:6]=[C:5]([C:25](=[S:1])[NH2:26])[N:4]=1. Procedure details: At room temperature, hydrogen sulfide was introduced for 5 minutes into a solution of 0.5 g (1.35 mmol) of (S)-4-chloro-6-(2,2,2-trifluoro-1-methylethylamino)-5-(2,4,6-trifluorophenyl)pyrimidine-2-carbonitrile, prepared according to WO 03/043993, in 0.16 g of triethylamine and 6 ml of N-methylpyrrolidone. After the reaction had ended, 20 ml of water were added, the mixture was neutralized with acetic acid and extracted with methyl tert-butyl ether and the organic phase was washed with water, dri...